Dataset: the Open Reaction Database (ORD), a public repository of structured organic reaction records. Task: describe an organic reaction: reactants, conditions, products, and yield The reactants are Cl (hydrochloric acid), C1(CCCCC1)COC=1C=2N(C=CC1)C(=C(N2)C)C(=O)N[C@](CO)(C)C=2C=C(C(=O)OC)C=CC2 (methyl 3-[(2R)-2-({[8-(cyclohexylmethoxy)-2-methylimidazo[1,2-a]pyridin-3-yl]carbonyl}amino)-1-hydroxypropan-2-yl]benzoate), CO (methanol), [OH-].[Na+] (sodium hydroxide). Run in C1CCOC1 (THF). Reaction conditions: temperature 40 celsius, time 16 hour. Product: C1(CCCCC1)COC=1C=2N(C=CC1)C(=C(N2)C)C(=O)N[C@](CO)(C)C=2C=C(C(=O)O)C=CC2 (3-[(2R)-2-({ [8-(cyclohexylmethoxy)-2-methylimidazo[1,2-a]pyridin-3-yl]carbonyl}amino)-1-hydroxypropan-2-yl]benzoic acid). The yield is 62.3%. RXN SMILES: [CH:1]1([CH2:7][O:8][C:9]2[C:10]3[N:11]([C:15]([C:19]([NH:21][C@@:22]([C:26]4[CH:27]=[C:28]([CH:33]=[CH:34][CH:35]=4)[C:29]([O:31]C)=[O:30])([CH3:25])[CH2:23][OH:24])=[O:20])=[C:16]([CH3:18])[N:17]=3)[CH:12]=[CH:13][CH:14]=2)[CH2:6][CH2:5][CH2:4][CH2:3][CH2:2]1.CO.[OH-].[Na+].Cl>C1COCC1>[CH:1]1([CH2:7][O:8][C:9]2[C:10]3[N:11]([C:15]([C:19]([NH:21][C@@:22]([C:26]4[CH:27]=[C:28]([CH:33]=[CH:34][CH:35]=4)[C:29]([OH:31])=[O:30])([CH3:25])[CH2:23][OH:24])=[O:20])=[C:16]([CH3:18])[N:17]=3)[CH:12]=[CH:13][CH:14]=2)[CH2:6][CH2:5][CH2:4][CH2:3][CH2:2]1 |f:2.3|. Procedure: To a mixture of 86 mg of methyl 3-[(2R)-2-({[8-(cyclohexylmethoxy)-2-methylimidazo[1,2-a]pyridin-3-yl]carbonyl}amino)-1-hydroxypropan-2-yl]benzoate, 1.9 ml of methanol, and 1.9 ml of THF was added 0.36 ml of a 1 M aqueous sodium hydroxide solution, followed by stirring at 40° C. for 16 hours. The reaction mixture was left to be cooled to room temperature and 1 M hydrochloric acid was then added thereto, followed by extraction with chloroform. The organic layer was dried over anhydrous magnesium ... Reagents/catalysts: [Pd] (Pd/C). Reactants: O=C1CCC=2NC(=CC21)C(=O)OC (methyl 4-oxo-1,4,5,6-tetrahydrocyclopenta[b]pyrrole-2-carboxylate), C1(=CC=C(C=C1)C[Mg]Br)C1=CC=CC=C1 ((biphenyl-4-ylmethyl)magnesium bromide), crude product. Procedure details: The title compound was synthesized in two steps. First, methyl 4-oxo-1,4,5,6-tetrahydrocyclopenta[b]pyrrole-2-carboxylate (200 mg, 1.12 mmol) was reacted with (biphenyl-4-ylmethyl)magnesium bromide (0.25 M in diethyl ether, 17.9 mL, 4.46 mmol) according to General Procedure 3. The resulting crude product was converted to the title compound by hydrogenation according to General Procedure 6 (with 10% Pd/C). The crude product was purified by column chromatography (Isco CombiFlash) eluting with a gr... Yields the product C1(=CC=C(C=C1)CC1CCC=2NC(=CC21)C(=O)OC)C2=CC=CC=C2 (methyl 4-(biphenyl-4-ylmethyl)-1,4,5,6-tetrahydrocyclopenta[b]pyrrole-2-carboxylate). Reaction SMILES: O=[C:2]1[C:9]2[CH:8]=[C:7]([C:10]([O:12][CH3:13])=[O:11])[NH:6][C:5]=2[CH2:4][CH2:3]1.[C:14]1([C:23]2[CH:28]=[CH:27][CH:26]=[CH:25][CH:24]=2)[CH:19]=[CH:18][C:17]([CH2:20][Mg]Br)=[CH:16][CH:15]=1>[Pd]>[C:14]1([C:23]2[CH:24]=[CH:25][CH:26]=[CH:27][CH:28]=2)[CH:15]=[CH:16][C:17]([CH2:20][CH:2]2[C:9]3[CH:8]=[C:7]([C:10]([O:12][CH3:13])=[O:11])[NH:6][C:5]=3[CH2:4][CH2:3]2)=[CH:18][CH:19]=1. Reactants: N(CC(=O)NCC(=O)N[C@@H](C(C)C)C(=O)N1[C@H](C(=O)OCC2=CC=CC=C2)CCC1)C(=O)OC(C)(C)C (Boc-Gly-Gly-Val-Pro-OBzl). As a reaction SMILES: [NH:1]([C:31]([O:33][C:34]([CH3:37])([CH3:36])[CH3:35])=[O:32])[CH2:2][C:3]([NH:5][CH2:6][C:7]([NH:9][C@H:10]([C:14]([N:16]1[CH2:30][CH2:29][CH2:28][C@H:17]1[C:18]([O:20]CC1C=CC=CC=1)=[O:19])=[O:15])[CH:11]([CH3:13])[CH3:12])=[O:8])=[O:4]>C(O)(=O)C>[NH:1]([C:31]([O:33][C:34]([CH3:36])([CH3:35])[CH3:37])=[O:32])[CH2:2][C:3]([NH:5][CH2:6][C:7]([NH:9][C@H:10]([C:14]([N:16]1[CH2:30][CH2:29][CH2:28][C@H:17]1[C:18]([OH:20])=[O:19])=[O:15])[CH:11]([CH3:13])[CH3:12])=[O:8])=[O:4]. The solvent is C(C)(=O)O (acetic acid). Yields the product N(CC(=O)NCC(=O)N[C@@H](C(C)C)C(=O)N1[C@H](C(=O)O)CCC1)C(=O)OC(C)(C)C (Boc-Gly-Gly-Val-Pro-OH). Procedure: IV (6.2 g, 0.012 mole) in acetic acid was hydrogenated and worked up as for IIto obtain V quantitatively, no sharp m.p. 74°-83° C. Rf3, 0.25; Rf4, 0.15. Anal. Calcd. for C19H32N4O7 : C, 51.10: H, 7.67; N, 12.54%. Found: C, 51.28: H, 7.50 N, 12.38%. Reactants: C(F)(F)(F)C(F)(F)C(F)(F)OC(F)(C(F)(F)F)C(=O)F (CF3CF2CF2OCF(CF3)COF), C(CBr)(CBr)CO ((BrCH2)2CHCH2OH). The product is C(CBr)(CBr)COC(=O)C(F)(C(F)(F)F)OC(F)(F)C(F)(F)C(F)(F)F ((BrCH2)2CHCH2OCOCF(CF3)OCF2CF2CF3). As a reaction SMILES: [C:1]([C:5]([C:8]([O:11][C:12]([C:18](F)=[O:19])([C:14]([F:17])([F:16])[F:15])[F:13])([F:10])[F:9])([F:7])[F:6])([F:4])([F:3])[F:2].[CH:21]([CH2:26][OH:27])([CH2:24][Br:25])[CH2:22][Br:23]>>[CH:21]([CH2:26][O:27][C:18]([C:12]([O:11][C:8]([C:5]([C:1]([F:2])([F:3])[F:4])([F:6])[F:7])([F:10])[F:9])([C:14]([F:16])([F:17])[F:15])[F:13])=[O:19])([CH2:24][Br:25])[CH2:22][Br:23]. Procedure: CF3CF2CF2OCF(CF3)COF obtained in Example 1-7 is reacted with (BrCH2)2CHCH2OH under the same conditions as the above esterification reaction to obtain (BrCH2)2CHCH2OCOCF(CF3)OCF2CF2CF3. Employing the obtained (BrCH2)2CHCH2OCOCF(CF3)OCF2CF2CF3, the same reactions as in Example 1-3 to 1-7 are carried out to obtain (FSO2CF2)2CFCOF and CF3CF2CF2OCF(CF3)COF. Reactants: NCC1CN(CC1)C(=O)OC(C)(C)C (tert-butyl 3-(aminomethyl)pyrrolidine-1-carboxylate), O1CCOC=2C=NC(=CC21)C=O (2,3-dihydro(1,4)dioxino(2,3-c)pyridine-7-carbaldehyde), 3A, [BH4-].[Na+] (sodium borohydride), O (water). The solvent is CO (methanol), ClCCl (dichloromethane). Run at time 3 hour. The product is O1CCOC=2C=NC(=CC21)CNCC2CN(CC2)C(=O)OC(C)(C)C (tert-butyl 3-(((2,3-dihydro(1,4)dioxino(2,3-c)pyridin-7-ylmethyl)amino)methyl)pyrrolidine-1-carboxylate). Yield: 98.6%. As a reaction SMILES: [NH2:1][CH2:2][CH:3]1[CH2:7][CH2:6][N:5]([C:8]([O:10][C:11]([CH3:14])([CH3:13])[CH3:12])=[O:9])[CH2:4]1.[O:15]1[C:24]2[CH:23]=[C:22]([CH:25]=O)[N:21]=[CH:20][C:19]=2[O:18][CH2:17][CH2:16]1.[BH4-].[Na+].O>CO.ClCCl>[O:15]1[C:24]2[CH:23]=[C:22]([CH2:25][NH:1][CH2:2][CH:3]3[CH2:7][CH2:6][N:5]([C:8]([O:10][C:11]([CH3:14])([CH3:13])[CH3:12])=[O:9])[CH2:4]3)[N:21]=[CH:20][C:19]=2[O:18][CH2:17][CH2:16]1 |f:2.3|. Procedure details: To a solution of 0.28 g of tert-butyl 3-(aminomethyl)pyrrolidine-1-carboxylate in a mixture of 7 mL of methanol and 20 mL of dichloromethane, 0.23 g of 2,3-dihydro(1,4)dioxino(2,3-c)pyridine-7-carbaldehyde and 0.50 g of molecular sieves 3A were added, the mixture was stirred at room temperature for 3 hours, and then, the reaction mixture was charged with 79 mg of sodium borohydride and stirred at room temperature for 5 hours 30 minutes. Thereto was added water under cooling with ice, the organic...